This data is from the Open Reaction Database (ORD), a public repository of structured organic reaction records. The task is: describe an organic reaction: reactants, conditions, products, and yield Reactants: C, COc1cccn(-c2c(C)cc([N+](=O)[O-])cc2C)c1=O, CCOC(C)=O, CCO, O=C[O-], [NH4+], [Pd]. Product: COc1cccn(-c2c(C)cc(N)cc2C)c1=O. Reaction SMILES: [C:34].[CH3:1][c:2]1[c:3](-[n:12]2[c:13](=[O:20])[c:14]([O:18][CH3:19])[cH:15][cH:16][cH:17]2)[c:4]([CH3:11])[cH:5][c:6]([N+:8]([O-:9])=[O:10])[cH:7]1.[CH3:25][CH2:26][O:27][C:28](=[O:29])[CH3:30].[CH3:31][CH2:32][OH:33].[CH:21]([O-:22])=[O:23].[NH4+:24].[Pd:35]>>[CH3:1][c:2]1[c:3](-[n:12]2[c:13](=[O:20])[c:14]([O:18][CH3:19])[cH:15][cH:16][cH:17]2)[c:4]([CH3:11])[cH:5][c:6]([NH2:8])[cH:7]1. Reported procedure: 396 mg (0.86 mmol) of 4-(2-amino-6-{[3-fluoro-4-(1H-pyrrolo[2,3-b]pyridin-4-yloxy)phenyl]amino}pyrimidin-4-yl)butyric acid (from example 130) in 20 ml of ethanol are, after addition of 0.10 ml of sulfuric acid, heated under RF for 20 hours. The mixture is concentrated under reduced pressure, dichloromethane and a little methanol are added and the mixture is extracted with sodium bicarbonate solution. The organic phase is dried over sodium sulfate and the solvent is removed under reduced pressure... The reactants are NC1=NC(=CC(=N1)CCCC(=O)O)NC1=CC(=C(C=C1)OC1=C2C(=NC=C1)NC=C2)F (4-(2-amino-6-{[3-fluoro-4-(1H-pyrrolo[2,3-b]pyridin-4-yloxy)phenyl]amino}pyrimidin-4-yl)butyric acid), S(O)(O)(=O)=O (sulfuric acid), C(C)O (ethanol). Product: NC1=NC(=CC(=N1)CCCC(=O)OCC)NC1=CC(=C(C=C1)OC1=C2C(=NC=C1)NC=C2)F (Ethyl 4-(2-amino-6-{[3-fluoro-4-(1H-pyrrolo[2,3-b]pyridin-4-yloxy)phenyl]amino}-pyrimidin-4-yl)butanoate). RXN SMILES: [NH2:1][C:2]1[N:7]=[C:6]([CH2:8][CH2:9][CH2:10][C:11]([OH:13])=[O:12])[CH:5]=[C:4]([NH:14][C:15]2[CH:20]=[CH:19][C:18]([O:21][C:22]3[CH:27]=[CH:26][N:25]=[C:24]4[NH:28][CH:29]=[CH:30][C:23]=34)=[C:17]([F:31])[CH:16]=2)[N:3]=1.S(=O)(=O)(O)O.[CH2:37](O)[CH3:38]>>[NH2:1][C:2]1[N:7]=[C:6]([CH2:8][CH2:9][CH2:10][C:11]([O:13][CH2:37][CH3:38])=[O:12])[CH:5]=[C:4]([NH:14][C:15]2[CH:20]=[CH:19][C:18]([O:21][C:22]3[CH:27]=[CH:26][N:25]=[C:24]4[NH:28][CH:29]=[CH:30][C:23]=34)=[C:17]([F:31])[CH:16]=2)[N:3]=1. Starting materials: ( 1 ), O1CCC=CC2=C1C=CC=C2 (2,3-dihydro-1-benzoxepin), OOS(=O)[O-].[K+] (Oxone), C(O)([O-])=O.[Na+] (sodium hydrogen carbonate). The solvent is mixture, C(C)(=O)OCC.O (ethyl acetate water), O (water). Conditions: time 1 hour. The product is O1C2CCOC3=C(C21)C=CC=C3 (1a,2,3,8b-Tetrahydrooxireno[d][1]benzoxepin). As a reaction SMILES: [O:1]1[C:7]2[CH:8]=[CH:9][CH:10]=[CH:11][C:6]=2[CH:5]=[CH:4][CH2:3][CH2:2]1.C(=O)([O-])[OH:13].[Na+].OOS([O-])=O.[K+]>C(OCC)(=O)C.O.O>[O:13]1[CH:5]2[CH:4]1[CH2:3][CH2:2][O:1][C:7]1[CH:8]=[CH:9][CH:10]=[CH:11][C:6]=12 |f:1.2,3.4,5.6|. Procedure: To 0.5 g of 2,3-dihydro-1-benzoxepin (3.42 mmol), prepared according to the method described in J. Org. Chem., 1969, 34 (1), 207, dissolved in 30 ml of a mixture of ethyl acetate/water 50/50, there are added 1.44 g of sodium hydrogen carbonate (17.1 mmol) and then, over 1 hour, a solution of 2.1 g of Oxone® (3.42 mmol) in 15 ml of water. After the end of the addition, stirring is carried out for a further hour and then the organic phase is separated off. The aqueous phase is again extracted with... The reactants are ClCCCCCCO (6-Chlorohexyl alcohol), CNC1=CC=CC=C1 (N-methylaniline), C([O-])([O-])=O.[Na+].[Na+] (sodium carbonate). The solvent is O (Water). Product: CN(C1=CC=CC=C1)CCCCCCO (6-(N-methy-N-phenylamino)hexyl alcohol). Yield: 51.8%. Reaction SMILES: Cl[CH2:2][CH2:3][CH2:4][CH2:5][CH2:6][CH2:7][OH:8].[CH3:9][NH:10][C:11]1[CH:16]=[CH:15][CH:14]=[CH:13][CH:12]=1.C(=O)([O-])[O-].[Na+].[Na+]>O>[CH3:9][N:10]([CH2:2][CH2:3][CH2:4][CH2:5][CH2:6][CH2:7][OH:8])[C:11]1[CH:16]=[CH:15][CH:14]=[CH:13][CH:12]=1 |f:2.3.4|. Procedure details: 6-Chlorohexyl alcohol (1.4 g), N-methylaniline (1.1 g) and sodium carbonate (1.1 g) were heated at 120° C. for 9 hr. Water was added to the reaction mixture and the mixture was extracted with ethyl acetate. The organic layer was washed with brine, dried and the solvent was evaporated under reduced pressure. The obtained residue was purified by silica gel column chromatography to give 1.1 g of 6-(N-methy-N-phenylamino)hexyl alcohol. The product is COC=1C=C(C=CC1C(F)(F)F)NC(=O)NC1=CC(=CC=C1)SC1=NC=NC2=CC(=C(C=C12)OC)OCCOC (1-(3-methoxy-4-(trifluoromethyl)phenyl)-3-(3-(6-methoxy-7-(2-methoxyethoxy)quinazolin-4-ylthio)phenyl)urea). RXN SMILES: [CH3:1][O:2][C:3]1[CH:4]=[C:5]([NH:13][C:14](=[O:22])OC2C=CC=CC=2)[CH:6]=[CH:7][C:8]=1[C:9]([F:12])([F:11])[F:10].[CH3:23][O:24][C:25]1[CH:26]=[C:27]2[C:32](=[CH:33][C:34]=1[O:35][CH2:36][CH2:37][O:38][CH3:39])[N:31]=[CH:30][N:29]=[C:28]2[S:40][C:41]1[CH:42]=[C:43]([CH:45]=[CH:46][CH:47]=1)[NH2:44].C(N(C(C)C)CC)(C)C>CN(C1C=CN=CC=1)C>[CH3:1][O:2][C:3]1[CH:4]=[C:5]([NH:13][C:14]([NH:44][C:43]2[CH:45]=[CH:46][CH:47]=[C:41]([S:40][C:28]3[C:27]4[C:32](=[CH:33][C:34]([O:35][CH2:36][CH2:37][O:38][CH3:39])=[C:25]([O:24][CH3:23])[CH:26]=4)[N:31]=[CH:30][N:29]=3)[CH:42]=2)=[O:22])[CH:6]=[CH:7][C:8]=1[C:9]([F:10])([F:11])[F:12]. Starting materials: COC=1C=C(C=CC1C(F)(F)F)NC(OC1=CC=CC=C1)=O (phenyl 3-methoxy-4-(trifluoromethyl)phenylcarbamate), Example 231A, C(C)(C)N(CC)C(C)C (diisopropylethyl amine), Example 190B, COC=1C=C2C(=NC=NC2=CC1OCCOC)SC=1C=C(N)C=CC1 (3-(6-methoxy-7-(2-methoxyethoxy)quinazolin-4-ylthio)aniline). Procedure: The procedure for Example 138B was used to react phenyl 3-methoxy-4-(trifluoromethyl)phenylcarbamate described in Example 190B (144 mg, 0.46 mmol) with 3-(6-methoxy-7-(2-methoxyethoxy)quinazolin-4-ylthio)aniline described in Example 231A (110 mg, 0.31 mmol). To this solution was added diisopropylethyl amine (80 μL, 0.46 mmol) and DMAP (4.0 mg, 0.03 mmol). The reaction was concentrated to dryness and purified by silica gel chromatography eluting with ethyl acetate/dichloromethane 0-50% over 75 mi... Reagents/catalysts: CN(C)C=1C=CN=CC1 (DMAP). Starting materials: CC1(C)C(C(=O)OCc2ccc([N+](=O)[O-])cc2)N2C(=O)C(NC=O)C2S1=O, O=C1CCC(=O)N1Cl. The product is C=C(C)C(C(=O)OCc1ccc([N+](=O)[O-])cc1)N1C(=O)C(NC=O)C1S(=O)Cl. RXN SMILES: [CH:1](=[O:2])[NH:3][CH:4]1[CH:5]2[N:6]([CH:7]([C:13](=[O:14])[O:15][CH2:16][c:17]3[cH:18][cH:19][c:20]([N+:23](=[O:24])[O-:25])[cH:21][cH:22]3)[C:8]([CH3:11])([CH3:12])[S:9]2=[O:10])[C:26]1=[O:27].[Cl:28][N:29]1[C:30](=[O:31])[CH2:32][CH2:33][C:34]1=[O:35]>>[CH:1](=[O:2])[NH:3][CH:4]1[CH:5]([S:9](=[O:10])[Cl:28])[N:6]([CH:7]([C:8]([CH3:11])=[CH2:12])[C:13](=[O:14])[O:15][CH2:16][c:17]2[cH:18][cH:19][c:20]([N+:23](=[O:24])[O-:25])[cH:21][cH:22]2)[C:26]1=[O:27]. The reactants are [C-]#N.[K+] (potassium cyanide), C(C)(C)(C)C1=CC=[N+](C=C1)[O-] (4-t-butylpyridine N-oxide), COS(OC)(=O)=O (dimethylsulfuric acid), C(Cl)(Cl)Cl (chloroform). The solvent is C(C)O.O (ethanol water), O (water), CCCCCC (hexane), O (water). Conditions: time 3 hour. Product: C(#N)C1=NC=CC(=C1)C(C)(C)C (2-cyano-4-t-butylpyridine). The yield is 23.6%. Reaction SMILES: [C:1]([C:5]1[CH:10]=[CH:9][N+:8]([O-])=[CH:7][CH:6]=1)([CH3:4])([CH3:3])[CH3:2].COS(=O)(=O)OC.[C-:19]#[N:20].[K+].C(Cl)(Cl)Cl>C(O)C.O.O.CCCCCC>[C:19]([C:9]1[CH:10]=[C:5]([C:1]([CH3:4])([CH3:3])[CH3:2])[CH:6]=[CH:7][N:8]=1)#[N:20] |f:2.3,5.6|. Procedure: A mixture of 8.00 g (53 mmol) of 4-t-butylpyridine N-oxide and 6.7 g (53 mmol) of dimethylsulfuric acid was stirred at 70° to 80° C. for 3 hours. After cooling, the mixture was dissolved in 60 ml of an ethanol-water mixture. While the mixture was stirred at 10° C. or lower, a solution of 6.9 g (0.11 mol) of potassium cyanide in 20 ml of water was dropwise added, followed further by stirring at the same temperature for one hour and at room temperature for 1.5 hours. After an addition of 200 ml of... The reactants are CC(C)(C)OC(=O)N1CC=C(c2ccc(OCc3ccccc3)cn2)CC1, ClCCl, O=C(O)C(F)(F)F. Product: C1=C(c2ccc(OCc3ccccc3)cn2)CCNC1. As a reaction SMILES: [CH2:1]([c:2]1[cH:3][cH:4][cH:5][cH:6][cH:7]1)[O:8][c:9]1[cH:10][cH:11][c:12]([C:15]2=[CH:20][CH2:19][N:18]([C:21]([O:22][C:23]([CH3:24])([CH3:25])[CH3:26])=[O:27])[CH2:17][CH2:16]2)[n:13][cH:14]1.[Cl:35][CH2:36][Cl:37].[OH:28][C:29]([C:30]([F:31])([F:32])[F:33])=[O:34]>>[CH2:1]([c:2]1[cH:3][cH:4][cH:5][cH:6][cH:7]1)[O:8][c:9]1[cH:10][cH:11][c:12]([C:15]2=[CH:20][CH2:19][NH:18][CH2:17][CH2:16]2)[n:13][cH:14]1. Starting materials: [O-]Cl=O.[Na+] (NaClO2), NaH2PO4, COC(CCCC(=C(Cl)C1=CC=C(C=C1)C1=CC=CC=C1)C=O)=O (6-(4'-Biphenylyl)-6-chloro-5-formyl-hex-5-enoic acid methyl ester). Solvent: O (H2O), CC(C)(C)O (t-BuOH). Run at time 16 hour. The product is COC(CCCC(=C(Cl)C1=CC=C(C=C1)C1=CC=CC=C1)C(=O)O)=O (6-(4'-biphenylyl)-6-chloro-5-carboxy-hex-5-enoic acid methyl ester). Reaction SMILES: [CH3:1][O:2][C:3](=[O:24])[CH2:4][CH2:5][CH2:6][C:7]([CH:22]=[O:23])=[C:8]([C:10]1[CH:15]=[CH:14][C:13]([C:16]2[CH:21]=[CH:20][CH:19]=[CH:18][CH:17]=2)=[CH:12][CH:11]=1)[Cl:9].[O-:25]Cl=O.[Na+]>CC(O)(C)C.O>[CH3:1][O:2][C:3](=[O:24])[CH2:4][CH2:5][CH2:6][C:7]([C:22]([OH:25])=[O:23])=[C:8]([C:10]1[CH:15]=[CH:14][C:13]([C:16]2[CH:21]=[CH:20][CH:19]=[CH:18][CH:17]=2)=[CH:12][CH:11]=1)[Cl:9] |f:1.2|. Procedure details: 6-(4'-Biphenylyl)-6-chloro-5-formyl-hex-5-enoic acid methyl ester (1 g) was dissolved in t-BuOH (75 mL). A solution of NaClO2 (2.42 g) and NaH2PO4 (2.42 g) in 25 mL H2O was added dropwise. The solution was stirred for 16 hours. The methanol was removed in vacuo. The solution was acidified (3N HCl) and the product ester 12 extracted with EtOAc. 1 g, 95%. NMR and IR spectra of 12 were obtained.